Dataset: the Open Reaction Database (ORD), a public repository of structured organic reaction records. Task: describe an organic reaction: reactants, conditions, products, and yield Reactants: [BH4-], CCOC(=O)Cn1cncc1C1=CCCc2cc(C#N)ccc21, CCO, [Na+]. The product is N#Cc1ccc2c(c1)CCC=C2c1cncn1CCO. As a reaction SMILES: [BH4-:1].[C:3](#[N:4])[c:5]1[cH:6][c:7]2[c:12]([cH:13][cH:14]1)[C:11]([c:15]1[cH:16][n:17][cH:18][n:19]1[CH2:20][C:21](=[O:22])[O:23][CH2:24][CH3:25])=[CH:10][CH2:9][CH2:8]2.[CH3:26][CH2:27][OH:28].[Na+:2]>>[C:3](#[N:4])[c:5]1[cH:6][c:7]2[c:12]([cH:13][cH:14]1)[C:11]([c:15]1[cH:16][n:17][cH:18][n:19]1[CH2:20][CH2:21][OH:22])=[CH:10][CH2:9][CH2:8]2. Reactants: [Mg] (magnesium), ClCCCOCC1=CC=CC=C1 (1-chloro-3-benzyloxypropane), [C-]#N.[Na+] (sodium cyanide), [Cl-].[NH4+] (ammonium chloride), ice, [Cl-].[Na+] (sodium chloride), FCC#N (Fluoroacetonitrile), CI (methyl iodide). The solvent is CCOCC (ether), CCOCC (Ether), O (water), CCOCC (ether), CCOCC (ether). Reaction conditions: temperature -40 celsius, time 0.5 hour. Product: FCC(C#N)(CCCOCC1=CC=CC=C1)N (2-fluoromethyl-2-amino-5-benzyloxypentanenitrile). The yield is 55538.0%. RXN SMILES: [Mg].CI.Cl[CH2:5][CH2:6][CH2:7][O:8][CH2:9][C:10]1[CH:15]=[CH:14][CH:13]=[CH:12][CH:11]=1.[F:16][CH2:17][C:18]#[N:19].[C-:20]#[N:21].[Na+].[Cl-].[NH4+].[Cl-].[Na+]>CCOCC.O>[F:16][CH2:17][C:18]([NH2:19])([CH2:5][CH2:6][CH2:7][O:8][CH2:9][C:10]1[CH:15]=[CH:14][CH:13]=[CH:12][CH:11]=1)[C:20]#[N:21] |f:4.5,6.7,8.9|. Procedure details: To magnesium turnings (30.6 g, 1.26 mol), suspended in dry ether (150 ml) is added methyl iodide (~ 0.5 ml) and then a solution of 1-chloro-3-benzyloxypropane (116 g, 0.63 mol) in ether (1.1l) at such a rate that gentle reflux is maintained. This procedure is performed under nitrogen. After the mixture is heated for 1 more hour under reflux, titration indicates Grignard formation to be complete. The solution is separated from the excess of magnesium (glass wool), transfered to a 6 l flask and, a...